From a dataset of the Open Reaction Database (ORD), a public repository of structured organic reaction records. describe an organic reaction: reactants, conditions, products, and yield The reactants are ClB(Cl)Cl, O=C([O-])O, C=CCn1c(COCc2ccccc2)nc(C(C)C)c1Sc1cccc(Cl)c1, ClCCl, [Na+]. Product: C=CCn1c(CCl)nc(C(C)C)c1Sc1cccc(Cl)c1. RXN SMILES: [B:29]([Cl:30])([Cl:31])[Cl:32].[C:33](=[O:34])([OH:35])[O-:36].[CH2:1]([CH:2]=[CH2:3])[n:4]1[c:5]([CH2:20][O:21][CH2:22][c:23]2[cH:24][cH:25][cH:26][cH:27][cH:28]2)[n:6][c:7]([CH:17]([CH3:18])[CH3:19])[c:8]1[S:9][c:10]1[cH:11][c:12]([Cl:16])[cH:13][cH:14][cH:15]1.[CH2:38]([Cl:39])[Cl:40].[Na+:37]>>[CH2:1]([CH:2]=[CH2:3])[n:4]1[c:5]([CH2:20][Cl:30])[n:6][c:7]([CH:17]([CH3:18])[CH3:19])[c:8]1[S:9][c:10]1[cH:11][c:12]([Cl:16])[cH:13][cH:14][cH:15]1. Reactants: ClC=1C=CC2=C(C=C(O2)C2=CC=C(C=C2)C)C1 (5-chloro-2-(p-tolyl)benzofuran), C(C1=CC=C(C=O)C=C1)(=O)O (terephthalaldehydic acid). Yields the product ClC=1C=CC2=C(C=C(O2)C2=CC=C(C=C2)C=CC2=CC=C(C=C2)C(=O)O)C1 (5-chloro-2-[4-(4-carboxystyryl)phenyl]benzofuran). RXN SMILES: [Cl:1][C:2]1[CH:3]=[CH:4][C:5]2[O:9][C:8]([C:10]3[CH:15]=[CH:14][C:13]([CH3:16])=[CH:12][CH:11]=3)=[CH:7][C:6]=2[CH:17]=1.[C:18]([OH:28])(=[O:27])[C:19]1[CH:26]=[CH:25][C:22]([CH:23]=O)=[CH:21][CH:20]=1>>[Cl:1][C:2]1[CH:3]=[CH:4][C:5]2[O:9][C:8]([C:10]3[CH:15]=[CH:14][C:13]([CH:16]=[CH:23][C:22]4[CH:25]=[CH:26][C:19]([C:18]([OH:28])=[O:27])=[CH:20][CH:21]=4)=[CH:12][CH:11]=3)=[CH:7][C:6]=2[CH:17]=1. Procedure details: When 5-chloro-2-(p-tolyl)benzofuran was condensed with the anil derivative of terephthalaldehydic acid according to the procedure described in Example 1, there was obtained 5-chloro-2-[4-(4-carboxystyryl)phenyl]benzofuran which melted at 347°-348°C following recrystallization from trichlorobenzene. The wavelength of maximum excitation of this compound was 372 nm and the wavelength of maximum emission was 424 nm. Solvent: O (water), CN(C=O)C (N,N-dimethylformamide). Yields the product C1(=CC=CC=C1)C(CNC1=C2N=CN(C2=NC(=N1)C#N)C1OCCCC1)C1=CC=CC=C1 (6-[(2,2-Diphenylethyl)amino]-9-(tetrahydro-2H-pyran-2-yl)-9H-purine-2-carbonitrile). As a reaction SMILES: [C:1]1([CH:7]([C:29]2[CH:34]=[CH:33][CH:32]=[CH:31][CH:30]=2)[CH2:8][NH:9][C:10]2[N:18]=[C:17](S(C)(=O)=O)[N:16]=[C:15]3[C:11]=2[N:12]=[CH:13][N:14]3[CH:23]2[CH2:28][CH2:27][CH2:26][CH2:25][O:24]2)[CH:6]=[CH:5][CH:4]=[CH:3][CH:2]=1.[C-:35]#[N:36].[K+]>CN(C)C=O.O>[C:1]1([CH:7]([C:29]2[CH:34]=[CH:33][CH:32]=[CH:31][CH:30]=2)[CH2:8][NH:9][C:10]2[N:18]=[C:17]([C:35]#[N:36])[N:16]=[C:15]3[C:11]=2[N:12]=[CH:13][N:14]3[CH:23]2[CH2:28][CH2:27][CH2:26][CH2:25][O:24]2)[CH:6]=[CH:5][CH:4]=[CH:3][CH:2]=1 |f:1.2|. The reactants are C1(=CC=CC=C1)C(CNC1=C2N=CN(C2=NC(=N1)S(=O)(=O)C)C1OCCCC1)C1=CC=CC=C1 (N-(2,2-diphenylethyl)-2-(methylsulfonyl)-9-(tetrahydro-2H-pyran-2-yl)-9H-purin-6-amine), [C-]#N.[K+] (potassium cyanide). Procedure: A solution of N-(2,2-diphenylethyl)-2-(methylsulfonyl)-9-(tetrahydro-2H-pyran-2-yl)-9H-purin-6-amine (Preparation 22) (20.1 g, 42.1 mmol) in dry N,N-dimethylformamide (100 ml) was treated with potassium cyanide (5.5 g, 84.6 mmol) and the mixture was heated at 120° C. for 24 hours under a nitrogen atmosphere. The mixture was cooled to room temperature and diluted with water (1000 ml) and stirring was continued for a further 1 hour. The resultant solid was filtered off and washed several times wit... Run at temperature 120 celsius, time 1 hour. The yield is 95.1%. Starting materials: NC=1SC(=C(N1)C(=O)OCC)C1=C(C=CC=C1F)F (ethyl 2-amino-5-(2,6-difluorophenyl)-1,3-thiazole-4-carboxylate), [N+](=O)(OC(C)(C)C)[O-] (tert-butyl nitrate), O (water), CCOC(=O)C (EtOAc). Run in C1CCOC1 (THF). Conditions: time 4 hour. Product: FC1=C(C(=CC=C1)F)C1=C(N=CS1)C(=O)OCC (ethyl 5-(2,6-difluorophenyl)-1,3-thiazole-4-carboxylate). Reaction SMILES: N[C:2]1[S:3][C:4]([C:12]2[C:17]([F:18])=[CH:16][CH:15]=[CH:14][C:13]=2[F:19])=[C:5]([C:7]([O:9][CH2:10][CH3:11])=[O:8])[N:6]=1.[N+]([O-])(OC(C)(C)C)=O.O.CCOC(C)=O>C1COCC1>[F:18][C:17]1[CH:16]=[CH:15][CH:14]=[C:13]([F:19])[C:12]=1[C:4]1[S:3][CH:2]=[N:6][C:5]=1[C:7]([O:9][CH2:10][CH3:11])=[O:8]. Procedure details: To a solution of ethyl 2-amino-5-(2,6-difluorophenyl)-1,3-thiazole-4-carboxylate in THF was slowly added dropwise tert-butyl nitrate under heating under reflux. After completion of dropwise addition, it was further stirred at the same temperature for 4 hours. The reaction mixture was cooled to room temperature, followed by addition of water and extraction with EtOAc. The organic layer was washed with brine, dried, and then concentrated under reduced pressure. The residue was purified by silica g... The reactants are [H-].[Na+] (Sodium hydride), BrC=1C=CC=2N(C3=CC=C(C=C3C2C1)Br)CC(CNC1=CC(=CC=C1)OC)O (1-(3,6-dibromo-9H-carbazol-9-yl)-3-(3-methoxyphenylamino)propan-2-ol), CI (methyl iodide). Solvent: CN(C)C=O (DMF), CN(C)C=O (DMF), C(C)(=O)OCC (ethyl acetate). Conditions: time 2.5 hour. Product: BrC=1C=CC=2N(C3=CC=C(C=C3C2C1)Br)CC(CNC1=CC(=CC=C1)OC)OC (N-(3-(3,6-dibromo-9H-carbazol-9-yl)-2-methoxypropyl)-3-methoxyaniline). RXN SMILES: [H-].[Na+].[Br:3][C:4]1[CH:5]=[CH:6][C:7]2[N:8]([CH2:18][CH:19]([OH:30])[CH2:20][NH:21][C:22]3[CH:27]=[CH:26][CH:25]=[C:24]([O:28][CH3:29])[CH:23]=3)[C:9]3[C:14]([C:15]=2[CH:16]=1)=[CH:13][C:12]([Br:17])=[CH:11][CH:10]=3.[CH3:31]I>CN(C=O)C.C(OCC)(=O)C>[Br:17][C:12]1[CH:11]=[CH:10][C:9]2[N:8]([CH2:18][CH:19]([O:30][CH3:31])[CH2:20][NH:21][C:22]3[CH:27]=[CH:26][CH:25]=[C:24]([O:28][CH3:29])[CH:23]=3)[C:7]3[C:15]([C:14]=2[CH:13]=1)=[CH:16][C:4]([Br:3])=[CH:5][CH:6]=3 |f:0.1|. Procedure: Sodium hydride (9.0 mg, 0.23 mmol) was added to a stirring solution of 1-(3,6-dibromo-9H-carbazol-9-yl)-3-(3-methoxyphenylamino)propan-2-ol (99.3 mg, 0.20 mmol) in DMF 0.5 ml, 0.39 M). The solution was stirred at room temperature for about 70 minutes before the dropwise addition of a solution of methyl iodide (14 ml. 0.22 mol) in DMF (1.0 ml). The reaction was monitored by lc/ms for the consumption of SM and the appearance of O and N-methyl products. After 2.5 hours of stirring at r.t, conversio... Reactants: C(=O)(O)[O-].[Na+] (NaHCO3), N1=CC(=CC=C1)C=O (3-pyridinecarboxaldehyde), COC([C@@H](NC(C1=C(C=C(C=C1)N)C1=CC=CC=C1)=O)CCSC)=O (4-amino-2-phenylbenzoyl methionine methyl ester), [BH3-]C#N.[Na+] (NaCNBH3). Run in CO.C(C)(=O)O (methanol acetic acid). Product: COC([C@@H](NC(C1=C(C=C(C=C1)C1=NC=CC=C1CN)C1=CC=CC=C1)=O)CCSC)=O (4-(3-Aminomethylpyridyl)-2-phenylbenzoylmethionine methyl ester). As a reaction SMILES: [N:1]1[CH:6]=[CH:5][CH:4]=[C:3]([CH:7]=O)[CH:2]=1.[CH3:9][O:10][C:11](=[O:33])[C@H:12]([CH2:29][CH2:30][S:31][CH3:32])[NH:13][C:14](=[O:28])[C:15]1[CH:20]=[CH:19][C:18](N)=[CH:17][C:16]=1[C:22]1[CH:27]=[CH:26][CH:25]=[CH:24][CH:23]=1.[BH3-]C#[N:36].[Na+].C([O-])(O)=O.[Na+]>CO.C(O)(=O)C>[CH3:9][O:10][C:11](=[O:33])[C@H:12]([CH2:29][CH2:30][S:31][CH3:32])[NH:13][C:14](=[O:28])[C:15]1[CH:20]=[CH:19][C:18]([C:2]2[C:3]([CH2:7][NH2:36])=[CH:4][CH:5]=[CH:6][N:1]=2)=[CH:17][C:16]=1[C:22]1[CH:27]=[CH:26][CH:25]=[CH:24][CH:23]=1 |f:2.3,4.5,6.7|. Procedure: A mixture of 3-pyridinecarboxaldehyde (1.0 equivalent), 4-amino-2-phenylbenzoyl methionine methyl ester (1.0 equivalent) and NaCNBH3 (1.0 equivalent) in methanol/acetic acid is stirred until the reaction is judged complete by TLC analysis. The mixture is poured into aqueous NaHCO3 and extracted into ethyl acetate which is dried and evaporated. Chromatography of the residue on silica gel affords the title compound. Starting materials: CC(=O)O[BH-](OC(C)=O)OC(C)=O, O=C([O-])O, CO, COc1ccc(C=O)cc1, ClCCl, COc1cc(Nc2nc3ccc(N(CCC(C)C)CCC(C)C)nc3n2CCN)cc(OC)c1OC, [Na+], [Na+], O. The product is COc1ccc(CNCCn2c(Nc3cc(OC)c(OC)c(OC)c3)nc3ccc(N(CCC(C)C)CCC(C)C)nc32)cc1. As a reaction SMILES: [C:47]([O:48][BH-:49]([O:50][C:51](=[O:52])[CH3:53])[O:54][C:55](=[O:56])[CH3:57])(=[O:58])[CH3:59].[C:61](=[O:62])([O-:63])[OH:64].[CH3:69][OH:70].[CH:37]([c:38]1[cH:39][cH:40][c:41]([O:44][CH3:45])[cH:42][cH:43]1)=[O:46].[Cl:66][CH2:67][Cl:68].[NH2:1][CH2:2][CH2:3][n:4]1[c:5]([NH:24][c:25]2[cH:26][c:27]([O:35][CH3:36])[c:28]([O:33][CH3:34])[c:29]([O:31][CH3:32])[cH:30]2)[n:6][c:7]2[c:8]1[n:9][c:10]([N:13]([CH2:14][CH2:15][CH:16]([CH3:17])[CH3:18])[CH2:19][CH2:20][CH:21]([CH3:22])[CH3:23])[cH:11][cH:12]2.[Na+:60].[Na+:65].[OH2:71]>>[NH:1]([CH2:2][CH2:3][n:4]1[c:5]([NH:24][c:25]2[cH:26][c:27]([O:35][CH3:36])[c:28]([O:33][CH3:34])[c:29]([O:31][CH3:32])[cH:30]2)[n:6][c:7]2[c:8]1[n:9][c:10]([N:13]([CH2:14][CH2:15][CH:16]([CH3:17])[CH3:18])[CH2:19][CH2:20][CH:21]([CH3:22])[CH3:23])[cH:11][cH:12]2)[CH2:37][c:38]1[cH:39][cH:40][c:41]([O:44][CH3:45])[cH:42][cH:43]1. Starting materials: O=C(O)c1ccc(C(=O)c2ccc(F)cc2)c(C(=O)O)c1, CC(=O)O. Yields the product O=C(O)c1ccc2c(c1)C(=O)OC2c1ccc(F)cc1. As a reaction SMILES: [C:1](=[O:2])([OH:3])[c:4]1[c:5]([C:6](=[O:7])[c:8]2[cH:9][cH:10][c:11]([F:14])[cH:12][cH:13]2)[cH:15][cH:16][c:17]([C:19](=[O:20])[OH:21])[cH:18]1.[CH3:22][C:23](=[O:24])[OH:25]>>[C:1]1(=[O:2])[c:4]2[c:5]([cH:15][cH:16][c:17]([C:19](=[O:20])[OH:21])[cH:18]2)[CH:6]([c:8]2[cH:9][cH:10][c:11]([F:14])[cH:12][cH:13]2)[O:7]1. The reactants are ClC1=C(C=CC=C1)C(CC(=O)C=1C=CC(NC1)=O)C1=CC=C(C=C1)S(=O)(=O)C (5-[3-(2-chloro-phenyl)-3-(4-methanesulfonyl-phenyl)-propionyl]-1H-pyridin-2-one), IC (iodomethane), C([O-])([O-])=O.[K+].[K+] (potassium carbonate). Product: ClC1=C(C=CC=C1)C(CC(=O)C=1C=CC(N(C1)C)=O)C1=CC=C(C=C1)S(=O)(=O)C (5-[3-(2-Chloro-phenyl)-3-(4-methanesulfonyl-phenyl)-propionyl]-1-methyl-1H-pyridin-2-one). RXN SMILES: [Cl:1][C:2]1[CH:7]=[CH:6][CH:5]=[CH:4][C:3]=1[CH:8]([C:19]1[CH:24]=[CH:23][C:22]([S:25]([CH3:28])(=[O:27])=[O:26])=[CH:21][CH:20]=1)[CH2:9][C:10]([C:12]1[CH:13]=[CH:14][C:15](=[O:18])[NH:16][CH:17]=1)=[O:11].IC.[C:31](=O)([O-])[O-].[K+].[K+]>>[Cl:1][C:2]1[CH:7]=[CH:6][CH:5]=[CH:4][C:3]=1[CH:8]([C:19]1[CH:20]=[CH:21][C:22]([S:25]([CH3:28])(=[O:27])=[O:26])=[CH:23][CH:24]=1)[CH2:9][C:10]([C:12]1[CH:13]=[CH:14][C:15](=[O:18])[N:16]([CH3:31])[CH:17]=1)=[O:11] |f:2.3.4|. Procedure details: In analogy to example 161, step 1, 5-[3-(2-chloro-phenyl)-3-(4-methanesulfonyl-phenyl)-propionyl]-1H-pyridin-2-one was reacted with iodomethane in the presence of potassium carbonate to give the title compound as a colorless solid, MS (ESI+): m/z=430.1 [M+H]+. Starting materials: Cl (HCl), OS(=O)(=O)O (H2SO4), [Na+].[Cl-] (NaCl), solution, CC(=C)CC(C)(C)C (2,4,4-trimethyl-1-pentene). Yields the product CC(C)(CC(C)(C)C)Cl (2,4,4 Trimethyl-2-Chloropentane). RXN SMILES: [ClH:1].OS(O)(=O)=O.[Na+].[Cl-].[CH3:9][C:10]([CH2:12][C:13]([CH3:16])([CH3:15])[CH3:14])=[CH2:11]>>[CH3:11][C:10]([Cl:1])([CH2:12][C:13]([CH3:16])([CH3:15])[CH3:14])[CH3:9] |f:2.3|. Procedure: Dry gaseous HCl, generated by the reaction of H2SO4 and NaCl, was passed through a 30% solution of 2,4,4-trimethyl-1-pentene in dry and distilled CH2Cl2 at 0° C. for 24 hours. The solvent and excess gaseous HCl were removed and the product was purified by distillation from CaH2 under vacuum to avoid decomposition. TMPCl, when stored in a freezer (-20° C.) under N2, was found to be stable at least for a year. Structure was confirmed by 1H NMR.